This data is from the Open Reaction Database (ORD), a public repository of structured organic reaction records. The task is: describe an organic reaction: reactants, conditions, products, and yield The reactants are C(C)(C)(C)O[C@H](C)[C@H]1N=C(OC1)NC=1C=C2C(=NC=NC2=CC1)NC1=CC(=C(C=C1)OCC=1SC=CN1)Cl ((1R, 4S)-N6-[4-(1-tert-butoxyethyl)-4,5-dihydrooxazol-2-yl]-N4-[3-chloro-4-(thiazol-2-ylmethoxy)-phenyl]-quinazoline-4,6-diamine), C(=O)(C(F)(F)F)O (TFA). Run in C(Cl)Cl (methylene chloride). Yields the product ClC=1C=C(C=CC1OCC=1SC=CN1)NC1=NC=NC2=CC=C(C=C12)NC=1OC[C@H](N1)[C@@H](C)O ((R)-1-((S)-2-(4-(3-chloro-4-(thiazol-2-ylmethoxy)phenylamino)quinazolin-6-ylamino)-4,5-dihydrooxazol-4-yl)ethanol). RXN SMILES: C([O:5][C@@H:6]([C@@H:8]1[CH2:12][O:11][C:10]([NH:13][C:14]2[CH:15]=[C:16]3[C:21](=[CH:22][CH:23]=2)[N:20]=[CH:19][N:18]=[C:17]3[NH:24][C:25]2[CH:30]=[CH:29][C:28]([O:31][CH2:32][C:33]3[S:34][CH:35]=[CH:36][N:37]=3)=[C:27]([Cl:38])[CH:26]=2)=[N:9]1)[CH3:7])(C)(C)C.C(O)(C(F)(F)F)=O>C(Cl)Cl>[Cl:38][C:27]1[CH:26]=[C:25]([NH:24][C:17]2[C:16]3[C:21](=[CH:22][CH:23]=[C:14]([NH:13][C:10]4[O:11][CH2:12][C@@H:8]([C@H:6]([OH:5])[CH3:7])[N:9]=4)[CH:15]=3)[N:20]=[CH:19][N:18]=2)[CH:30]=[CH:29][C:28]=1[O:31][CH2:32][C:33]1[S:34][CH:35]=[CH:36][N:37]=1. Procedure details: (R)-1-((S)-2-(4-(3-chloro-4-(thiazol-2-ylmethoxy)phenylamino)quinazolin-6-ylamino)-4,5-dihydrooxazol-4-yl)ethanol is prepared from (1R, 4S)-N6-[4-(1-tert-butoxyethyl)-4,5-dihydrooxazol-2-yl]-N4-[3-chloro-4-(thiazol-2-ylmethoxy)-phenyl]-quinazoline-4,6-diamine by standard deprotection methods using TFA in methylene chloride. MS ESI (+) m/z 497, 499 (M+1, Cl pattern) detected; 1H NMR (400 mHz, DMSO-D6) δ 9.53 (s, 1H), 8.47 (s, 1H), 8.08 (d, 1H), 7.87 (d, 1H), 7.80 (d, 1H), 7.76 (dd, 1H), 7.66 (m, ... Reactants: BrC=1C=C(N)C=C(C1)C (3-bromo-5-methylaniline), O[C@H](C(=O)OC)CN1N=CC(=C1)B1OC(C(O1)(C)C)(C)C (methyl (2S)-2-hydroxy-3-[4-(4,4,5,5-tetramethyl-1,3,2-dioxaborolan-2-yl)-1H-pyrazol-1-yl]propanoate), [F-].[K+] (potassium fluoride), C(CCC)P(C12CC3CC(CC(C1)C3)C2)C23CC1CC(CC(C2)C1)C3 (Butyl di-1-adamantylphosphine). Reagents/catalysts: CC(=O)[O-].CC(=O)[O-].[Pd+2] (Pd(OAc)2). Solvent: O (water), O1CCOCC1 (dioxane), O1CCOCC1 (dioxane). Reaction conditions: temperature 95 celsius, time 10 minute. The product is NC=1C=C(C=C(C1)C)C=1C=NN(C1)C[C@@H](C(=O)OC)O (methyl (2S)-3-[4-(3-amino-5-methylphenyl)-1H-pyrazol-1-yl]-2-hydroxypropanoate). Reaction SMILES: C(P(C12CC3CC(CC(C3)C1)C2)C12CC3CC(CC(C3)C1)C2)CCC.Br[C:27]1[CH:28]=[C:29]([CH:31]=[C:32]([CH3:34])[CH:33]=1)[NH2:30].[OH:35][C@@H:36]([CH2:41][N:42]1[CH:46]=[C:45](B2OC(C)(C)C(C)(C)O2)[CH:44]=[N:43]1)[C:37]([O:39][CH3:40])=[O:38].[F-].[K+]>CC([O-])=O.CC([O-])=O.[Pd+2].O1CCOCC1.O>[NH2:30][C:29]1[CH:28]=[C:27]([C:45]2[CH:44]=[N:43][N:42]([CH2:41][C@H:36]([OH:35])[C:37]([O:39][CH3:40])=[O:38])[CH:46]=2)[CH:33]=[C:32]([CH3:34])[CH:31]=1 |f:3.4,5.6.7|. Procedure: Butyl di-1-adamantylphosphine (1.07 g, 2.98 mmol), Pd(OAc)2 (0.33 mg, 1.49 mmol), dioxane (12 mL) and water (2.4 mL) were added to an oven-dried flask and stirred for 10 minutes. 3-bromo-5-methylaniline (1.58 g, 8.51 mmol), methyl (2S)-2-hydroxy-3-[4-(4,4,5,5-tetramethyl-1,3,2-dioxaborolan-2-yl)-1H-pyrazol-1-yl]propanoate (3.5 g, 10.64 mmol), and potassium fluoride (1.24 g, 21.3 mmol) were added followed by additional dioxane (12 mL). The mixture was heated to 95° C. overnight then cooled to roo... Reactants: CO, COC(=O)CCCCc1cn(-c2cccnc2)c2ccccc12, NO. The product is O=C(CCCCc1cn(-c2cccnc2)c2ccccc12)NO. As a reaction SMILES: [CH3:26][OH:27].[CH3:3][O:4][C:5](=[O:6])[CH2:7][CH2:8][CH2:9][CH2:10][c:11]1[cH:12][n:13](-[c:20]2[cH:21][n:22][cH:23][cH:24][cH:25]2)[c:14]2[cH:15][cH:16][cH:17][cH:18][c:19]12.[NH2:1][OH:2]>>[NH:1]([OH:2])[C:5](=[O:4])[CH2:7][CH2:8][CH2:9][CH2:10][c:11]1[cH:12][n:13](-[c:20]2[cH:21][n:22][cH:23][cH:24][cH:25]2)[c:14]2[cH:15][cH:16][cH:17][cH:18][c:19]12.